This data is from the Open Reaction Database (ORD), a public repository of structured organic reaction records. The task is: describe an organic reaction: reactants, conditions, products, and yield RXN SMILES: [CH:1]1([CH2:4][N:5]2[C:9]([CH:10]=[O:11])=[CH:8][N:7]=[CH:6]2)[CH2:3][CH2:2]1.C(=O)([O-])[O-].[K+].[K+].[F:18][C:19]([Si](C)(C)C)([F:21])[F:20]>CN(C)C=O>[CH:1]1([CH2:4][N:5]2[C:9]([CH:10]([OH:11])[C:19]([F:21])([F:20])[F:18])=[CH:8][N:7]=[CH:6]2)[CH2:2][CH2:3]1 |f:1.2.3|. Solvent: CN(C=O)C (N,N-dimethylformamide). Procedure: According to Reference Example 8-2, by use of 1-(cyclopropylmethyl)-1H-imidazole-5-carbaldehyde (212 mg, 1.41 mmol) dissolved in N,N-dimethylformamide (4.2 mL), potassium carbonate (39 mg, 0.28 mmol) and (trifluoromethyl)trimethylsilane (0.626 mL, 4.23 mmol), the mixture was stirred and reacted at room temperature for 2 hours. Then, purification by preparative thin-layer chromatography (chloroform/methanol=12/1) was performed to give 1-[1-(cyclopropylmethyl)-1H-imidazol-5-yl]-2,2,2-trifluoroetha... Reactants: C1(CC1)CN1C=NC=C1C=O (1-(cyclopropylmethyl)-1H-imidazole-5-carbaldehyde), C([O-])([O-])=O.[K+].[K+] (potassium carbonate), FC(F)(F)[Si](C)(C)C ((trifluoromethyl)trimethylsilane). The yield is 66.4%. Yields the product C1(CC1)CN1C=NC=C1C(C(F)(F)F)O (1-[1-(cyclopropylmethyl)-1H-imidazol-5-yl]-2,2,2-trifluoroethanol). The reactants are NC1=NC(=NC(=N1)C)C=1C=C(C=NC1NC=1C=NC(=C(C1)F)OC)C(C)=O (1-(5-(4-Amino-6-methyl-1,3,5-triazin-2-yl)-6-(5-fluoro-6-methoxypyridin-3-ylamino)pyridin-3-yl)ethanone), [BH4-].[Na+] (sodium borohydride). Solvent: C1CCOC1 (THF). Run at time 2 hour. Product: NC1=NC(=NC(=N1)C)C=1C=C(C=NC1NC=1C=NC(=C(C1)F)OC)C(C)O (1-(5-(4-Amino-6-Methyl-1,3,5-Triazin-2-yl)-6-(5-Fluoro-6-Methoxypyridin-3-Ylamino)Pyridin-3-yl)Ethanol). Yield: 40.0%. Reaction SMILES: [NH2:1][C:2]1[N:7]=[C:6]([CH3:8])[N:5]=[C:4]([C:9]2[CH:10]=[C:11]([C:25](=[O:27])[CH3:26])[CH:12]=[N:13][C:14]=2[NH:15][C:16]2[CH:17]=[N:18][C:19]([O:23][CH3:24])=[C:20]([F:22])[CH:21]=2)[N:3]=1.[BH4-].[Na+]>C1COCC1>[NH2:1][C:2]1[N:7]=[C:6]([CH3:8])[N:5]=[C:4]([C:9]2[CH:10]=[C:11]([CH:25]([OH:27])[CH3:26])[CH:12]=[N:13][C:14]=2[NH:15][C:16]2[CH:17]=[N:18][C:19]([O:23][CH3:24])=[C:20]([F:22])[CH:21]=2)[N:3]=1 |f:1.2|. Procedure: 1-(5-(4-Amino-6-methyl-1,3,5-triazin-2-yl)-6-(5-fluoro-6-methoxypyridin-3-ylamino)pyridin-3-yl)ethanone (250 mg, 0.677 mmol) was dissolved in THF (1.35 mL), sodium borohydride (128 mg, 3.38 mmol) was added, and the resulting mixture was stirred at ambient temperature for 2 h. The reaction mixture was then quenched with water and added to a separatory funnel. The reaction mixture was then partitioned between EtOAc (100 mL) and ammonium chloride (saturated, aqueous). The organic layer was separate... The reactants are ClC1=CC=C(C(=N1)C(=O)NC1=C2C=NNC2=CC(=C1)C1=C2C=CNC2=CC=C1)F (6-Chloro-3-fluoro-N-[6-(1H-indol-4-yl)-1H-indazol-4-yl]-2-pyridinecarboxamide). Run in C(C)N (ethylamine), CS(=O)C.CO (DMSO MeOH). Reaction conditions: temperature 160 celsius. Yields the product CN(C=1C(=NC(=CC1)NCC)C(=O)NC1=C2C=NNC2=CC(=C1)C1=C2C=CNC2=CC=C1)C (3-(Dimethylamino)-6-(ethylamino)-N-[6-(1H-indol-4-yl)-1H-indazol-4-yl]-2-pyridinecarboxamide). Isolated yield 19.0%. As a reaction SMILES: Cl[C:2]1[N:7]=[C:6]([C:8]([NH:10][C:11]2[CH:19]=[C:18]([C:20]3[CH:28]=[CH:27][CH:26]=[C:25]4[C:21]=3[CH:22]=[CH:23][NH:24]4)[CH:17]=[C:16]3[C:12]=2[CH:13]=[N:14][NH:15]3)=[O:9])[C:5](F)=[CH:4][CH:3]=1>C(N)C.CS(C)=O.CO>[CH3:6][N:7]([CH3:2])[C:5]1[C:6]([C:8]([NH:10][C:11]2[CH:19]=[C:18]([C:20]3[CH:28]=[CH:27][CH:26]=[C:25]4[C:21]=3[CH:22]=[CH:23][NH:24]4)[CH:17]=[C:16]3[C:12]=2[CH:13]=[N:14][NH:15]3)=[O:9])=[N:7][C:2]([NH:10][CH2:11][CH3:12])=[CH:3][CH:4]=1 |f:2.3|. Procedure details: 6-Chloro-3-fluoro-N-[6-(1H-indol-4-yl)-1H-indazol-4-yl]-2-pyridinecarboxamide (50 mg, 0.12 mmol) was placed in a microwave vial and dissolved in ethylamine (70% weight in water, 1 ml). The mixture was heated at 160° C. for 3 h under microwave irradiation. The solvent was removed under a stream of nitrogen to give a crude residue that was dissolved in DMSO/MeOH (1:1) and purified by Mass Directed Automated Preparative HPLC (Method C). The product was loaded onto a 1 g aminopropyl column, eluted w... The solvent is CO (methanol). Conditions: time 16 hour. Procedure: To a solution of 4′-formylbiphenyl-3-carboxylic acid amide (700 mg, 3.1 mmol) in methanol (15 mL) was added 4 Å molecular sieves (700 mg) and 4-methylcyclohexylamine (421 mg, 3.7 mmol). The mixture was stirred for 16 h before adding sodium borohydride (588 mg, 15.5 mmol). After 1 h water (10 mL) was added, the mixture was filtered through celite and the solvent removed in vacuo. Purification of the residue by column chromatography (0.5% NH3: 6% MeOH: DCM) gave the title compound: RT=2.53 min; m/... RXN SMILES: [CH:1]([C:3]1[CH:8]=[CH:7][C:6]([C:9]2[CH:14]=[CH:13][CH:12]=[C:11]([C:15]([NH2:17])=[O:16])[CH:10]=2)=[CH:5][CH:4]=1)=O.[CH3:18][CH:19]1[CH2:24][CH2:23][CH:22]([NH2:25])[CH2:21][CH2:20]1.[BH4-].[Na+].O>CO>[CH3:18][CH:19]1[CH2:24][CH2:23][CH:22]([NH:25][CH2:1][C:3]2[CH:8]=[CH:7][C:6]([C:9]3[CH:14]=[CH:13][CH:12]=[C:11]([C:15]([NH2:17])=[O:16])[CH:10]=3)=[CH:5][CH:4]=2)[CH2:21][CH2:20]1 |f:2.3|. Starting materials: C(=O)C1=CC=C(C=C1)C1=CC(=CC=C1)C(=O)N (4′-formylbiphenyl-3-carboxylic acid amide), CC1CCC(CC1)N (4-methylcyclohexylamine), O (water), [BH4-].[Na+] (sodium borohydride). Product: CC1CCC(CC1)NCC1=CC=C(C=C1)C1=CC(=CC=C1)C(=O)N (4′-[(4-Methylcyclohexylamino)methyl]biphenyl-3-carboxylic acid amide).